This data is from the Open Reaction Database (ORD), a public repository of structured organic reaction records. The task is: describe an organic reaction: reactants, conditions, products, and yield Reactants: OC1=NN2C(C=N1)=CC=C2C2=C(C=CC=C2)N(S(=O)(=O)C)C (N-[2-(2-Hydroxy-pyrrolo[2,1-f][1,2,4]triazin-7-yl)-phenyl]-N-methyl-methanesulfonamide), CN(C=O)C (N,N-Dimethylformamide), C(C)(C)N(C(C)C)CC (N,N-Diisopropylethylamine), C1=CC=C(C=C1)N(S(=O)(=O)C(F)(F)F)S(=O)(=O)C(F)(F)F (N-Phenylbis(trifluoromethanesulphonimide)), NC1=C(C=C(C=C1)C1(CCC1)NC(C(F)(F)F)=O)OC (N-[1-(4-Amino-3-methoxy-phenyl)-cyclobutyl]-2,2,2-trifluoro-acetamide). Conditions: time 30 minute. The product is FC(C(=O)NC1(CCC1)C1=CC(=C(C=C1)NC1=NN2C(C=N1)=CC=C2C2=C(C=CC=C2)N(C)S(=O)(=O)C)OC)(F)F (2,2,2-Trifluoro-N-[1-(4-{7-[2-(methanesulfonyl-methyl-amino)-phenyl]-pyrrolo[2,1-f][1,2,4]triazin-2-ylamino}-3-methoxy-phenyl)-cyclobutyl]-acetamide). Isolated yield 55.4%. As a reaction SMILES: O[C:2]1[N:7]=[CH:6][C:5]2=[CH:8][CH:9]=[C:10]([C:11]3[CH:16]=[CH:15][CH:14]=[CH:13][C:12]=3[N:17]([CH3:22])[S:18]([CH3:21])(=[O:20])=[O:19])[N:4]2[N:3]=1.CN(C)C=O.C(N(CC)C(C)C)(C)C.C1C=CC(N(S(C(F)(F)F)(=O)=O)S(C(F)(F)F)(=O)=O)=CC=1.[NH2:58][C:59]1[CH:64]=[CH:63][C:62]([C:65]2([NH:69][C:70](=[O:75])[C:71]([F:74])([F:73])[F:72])[CH2:68][CH2:67][CH2:66]2)=[CH:61][C:60]=1[O:76][CH3:77]>>[F:72][C:71]([F:73])([F:74])[C:70]([NH:69][C:65]1([C:62]2[CH:63]=[CH:64][C:59]([NH:58][C:2]3[N:7]=[CH:6][C:5]4=[CH:8][CH:9]=[C:10]([C:11]5[CH:16]=[CH:15][CH:14]=[CH:13][C:12]=5[N:17]([S:18]([CH3:21])(=[O:20])=[O:19])[CH3:22])[N:4]4[N:3]=3)=[C:60]([O:76][CH3:77])[CH:61]=2)[CH2:66][CH2:67][CH2:68]1)=[O:75]. Procedure: Into a 8-dram vial, N-[2-(2-Hydroxy-pyrrolo[2,1-f][1,2,4]triazin-7-yl)-phenyl]-N-methyl-methanesulfonamide (176 mg, 0.552 mmol), N,N-Dimethylformamide (2.00 mL, 25.8 mmol), N,N-Diisopropylethylamine (0.211 mL, 1.21 mmol), and N-Phenylbis(trifluoromethanesulphonimide) (0.236 g, 0.662 mmol) were added. The reaction was stirred at room temperature for 30 minutes. N-[1-(4-Amino-3-methoxy-phenyl)-cyclobutyl]-2,2,2-trifluoro-acetamide (0.350 g, 1.21 mmol) was then added. The reaction mixture was heate... Run at time 0.75 hour. Starting materials: C(C)(C)(C)OC(=O)N1CCC(C1)C1=CC=CC=C1 (4-phenyl-pyrrolidine-1-carboxylic acid tert-butyl ester), C(=O)(C(F)(F)F)O (TFA), [OH-].[Na+] (NaOH). Yields the product C1(=CC=CC=C1)C1CCNC1 (4-phenyl-pyrrolidine). As a reaction SMILES: C(OC([N:8]1[CH2:12][CH:11]([C:13]2[CH:18]=[CH:17][CH:16]=[CH:15][CH:14]=2)[CH2:10][CH2:9]1)=O)(C)(C)C.C(O)(C(F)(F)F)=O.[OH-].[Na+]>C(Cl)Cl>[C:13]1([CH:11]2[CH2:12][NH:8][CH2:9][CH2:10]2)[CH:18]=[CH:17][CH:16]=[CH:15][CH:14]=1 |f:2.3|. Procedure details: To 612 mg (1.23 mmol) of (3S,4S)-3-[1-isopropyl-3-methyl-bicyclo[3.2.1]-2-oxo-1β,3,8-triaza-spiro[4.5]dodec-8-ylmethyl]-4-phenyl-pyrrolidine-1-carboxylic acid tert-butyl ester in DCM (12 mL) was added TFA (3.3 mL). The reaction mixture was stirred for 0.75 hour at room temperature, neutralized with 1N NaOH (40 mL) and extracted with DCM. The organic layer was dried over sodium sulfate and concentrated to give 448 mg (88%) of (3R,4S)-3-[(1-isopropyl-3-methyl-bicyclo[3.2.1]-2-oxo-1β,3,8-triaza-spi... The solvent is C(Cl)Cl (DCM). Yields the product CN(C)C(c1ccccc1)C1CCCCC1(O)C1CCCCC1. RXN SMILES: [CH3:1][N:2]([CH3:3])[CH:4]([CH:5]1[C:6](=[O:11])[CH2:7][CH2:8][CH2:9][CH2:10]1)[c:12]1[cH:13][cH:14][cH:15][cH:16][cH:17]1.[CH:19]1([Mg+:25])[CH2:20][CH2:21][CH2:22][CH2:23][CH2:24]1.[Cl-:18].[Cl-:26].[O:27]1[CH2:28][CH2:29][CH2:30][CH2:31]1>>[CH3:1][N:2]([CH3:3])[CH:4]([CH:5]1[C:6]([OH:11])([CH:19]2[CH2:20][CH2:21][CH2:22][CH2:23][CH2:24]2)[CH2:7][CH2:8][CH2:9][CH2:10]1)[c:12]1[cH:13][cH:14][cH:15][cH:16][cH:17]1. Starting materials: CN(C)C(c1ccccc1)C1CCCCC1=O, [Mg+]C1CCCCC1, [Cl-], [Cl-], C1CCOC1.